describe an organic reaction: reactants, conditions, products, and yield From a dataset of the Open Reaction Database (ORD), a public repository of structured organic reaction records. Starting materials: C1CCOC1, CCOC(=O)c1cnc(SC)nc1NC1(c2ccccc2)CC1, [Li+], [OH-], O, O. The product is CSc1ncc(C(=O)O)c(NC2(c3ccccc3)CC2)n1. RXN SMILES: [CH2:27]1[O:28][CH2:29][CH2:30][CH2:31]1.[CH3:1][S:2][c:3]1[n:4][cH:5][c:6]([C:19](=[O:20])[O:21][CH2:22][CH3:23])[c:7]([NH:9][C:10]2([c:13]3[cH:14][cH:15][cH:16][cH:17][cH:18]3)[CH2:11][CH2:12]2)[n:8]1.[Li+:25].[OH-:24].[OH2:26].[OH2:32]>>[CH3:1][S:2][c:3]1[n:4][cH:5][c:6]([C:19](=[O:20])[OH:21])[c:7]([NH:9][C:10]2([c:13]3[cH:14][cH:15][cH:16][cH:17][cH:18]3)[CH2:11][CH2:12]2)[n:8]1. The reactants are C(C)OC(=O)C1=CNC(CC2=C1NC=1C=CC=CC21)C(=O)O (1,2,3,6-tetrahydroazepino[4,5-b]indole-2,5-dicarboxylic acid 5-ethyl ester), N1CCCCC1 (piperidine). Run in C(Cl)Cl (DCM). Reaction conditions: temperature 20 celsius, time 1 hour. Product: N1(CCCCC1)C(=O)C1CC2=C(NC=3C=CC=CC23)C(=CN1)C(=O)OCC (ETHYL 2-(PIPERIDINE-1-CARBONYL)-1,2,3,6-TETRAHYDROAZEPINO[4,5-B]INDOLE-5-CARBOXYLATE). Reaction SMILES: [CH2:1]([O:3][C:4]([C:6]1[C:12]2[NH:13][C:14]3[CH:15]=[CH:16][CH:17]=[CH:18][C:19]=3[C:11]=2[CH2:10][CH:9]([C:20](O)=[O:21])[NH:8][CH:7]=1)=[O:5])[CH3:2].[NH:23]1[CH2:28][CH2:27][CH2:26][CH2:25][CH2:24]1>C(Cl)Cl>[N:23]1([C:20]([CH:9]2[NH:8][CH:7]=[C:6]([C:4]([O:3][CH2:1][CH3:2])=[O:5])[C:12]3[NH:13][C:14]4[CH:15]=[CH:16][CH:17]=[CH:18][C:19]=4[C:11]=3[CH2:10]2)=[O:21])[CH2:28][CH2:27][CH2:26][CH2:25][CH2:24]1. Procedure details: To a suspension of 1,2,3,6-tetrahydroazepino[4,5-b]indole-2,5-dicarboxylic acid 5-ethyl ester (45 mg, 0.15 mmol) in DCM (3 mL) was added CDl (27 mg, 1.1 equiv.). After stirring for 1 hour at 20° C., piperidine (23 μL, 1.5 equiv.) was added. The mixture was stirred overnight at 20° C. and a clear solution was obtained. Evaporation of solvent gave a crude product, which was purified by trituration with MeOH to afford the title compound (22 mg); 1H-NMR (CDCl3): δ 10.44 (1H, br s), 7.95 (1H, d), 7.3... Starting materials: C(C)OC(=O)[C@H]1N(CC[C@H]1CCC=C)[C@@H](C)C1=CC=CC=C1 ((2S,3R)-3-But-3-enyl-1-((S)-1-phenyl-ethyl)-pyrrolidine-2-carboxylic acid ethyl ester), CCO (EtOH). The reagents and catalysts are [Zn] (Zn). The solvent is Cl (HCl), Cl (HCl). Conditions: temperature -70 celsius, time 20 minute. Yields the product C(C)OC(=O)[C@H]1N(CC[C@H]1CCC=O)[C@H](\C(=C\C=C/C)\C)C ((2S,3R)-1-((2E,4Z)-(S)-1,2-Dimethyl-hexa-2,4-dienyl)-3-(3-oxo-propyl) pyrrolidine-2-carboxylic acid ethyl ester). Reaction SMILES: [CH2:1]([O:3][C:4]([C@@H:6]1[C@H:10]([CH2:11][CH2:12][CH:13]=C)[CH2:9][CH2:8][N:7]1[C@H:15]([C:17]1[CH:22]=[CH:21][CH:20]=[CH:19][CH:18]=1)[CH3:16])=[O:5])[CH3:2].CC[OH:25]>Cl.[Zn]>[CH2:1]([O:3][C:4]([C@@H:6]1[C@H:10]([CH2:11][CH2:12][CH:13]=[O:25])[CH2:9][CH2:8][N:7]1[C@@H:15]([CH3:16])/[C:17](/[CH3:22])=[CH:18]/[CH:19]=[CH:20]\[CH3:21])=[O:5])[CH3:2]. Reported procedure: (2S,3R)-3-But-3-enyl-1-((S)-1-phenyl-ethyl)-pyrrolidine-2-carboxylic acid ethyl ester(1.0 g, 3.32 mmol) is dissolved in EtOH(10 mL) with HCl(0.5 mL, 37%), and cooled to −70° C. Ozone gas is bubbled though the solution for about 10 min or until the solution is turned very light blue color. The nitrogen gas is bubbled though the solution for 15 min to remove excess ozone in the solution. To the cool solution is added Zn dust(0.43 g. 6.6 mmol) and HCl(0.5 mL, 37%), and stirred at r.t. for 20 min. A... The reactants are C(CCCCCCCCCCCCCCCCC)OCC(COC1OCCCC1)NC(C)=O (N-[1-[(octadecyloxy)methyl]-2-[(tetrahydro-2H-pyran-2-yl)oxy]ethyl]acetamide). Run in CO (methanol), Cl (hydrochloric acid). Conditions: time 24 hour. Yields the product OCC(COCCCCCCCCCCCCCCCCCC)NC(C)=O (N-[1-(Hydroxymethyl)-2-(octadecyloxy)ethyl]acetamide). Yield: 83.1%. As a reaction SMILES: [CH2:1]([O:19][CH2:20][CH:21]([NH:30][C:31](=[O:33])[CH3:32])[CH2:22][O:23]C1CCCCO1)[CH2:2][CH2:3][CH2:4][CH2:5][CH2:6][CH2:7][CH2:8][CH2:9][CH2:10][CH2:11][CH2:12][CH2:13][CH2:14][CH2:15][CH2:16][CH2:17][CH3:18]>CO.Cl>[OH:23][CH2:22][CH:21]([NH:30][C:31](=[O:33])[CH3:32])[CH2:20][O:19][CH2:1][CH2:2][CH2:3][CH2:4][CH2:5][CH2:6][CH2:7][CH2:8][CH2:9][CH2:10][CH2:11][CH2:12][CH2:13][CH2:14][CH2:15][CH2:16][CH2:17][CH3:18]. Procedure: A mixture of about 4.69 g of N-[1-[(octadecyloxy)methyl]-2-[(tetrahydro-2H-pyran-2-yl)oxy]ethyl]acetamide in about 200 ml of methanol and about 4 ml of about 1N hydrochloric acid was stirred for about 24 hours and the methanol removed under reduced pressure. The residue was dissolved in ethyl acetate, washed with aqueous sodium bicarbonate, dried and the solvent removed, giving about 3.2 g of the desired title compound, mp 82°-85° C. Reactants: C1CCOC1, O, COc1cc(C=CC(=O)c2ccc(O)cc2)ccc1O. As a reaction SMILES: [O:22]1[CH2:23][CH2:24][CH2:25][CH2:26]1.[OH2:21].[OH:1][c:2]1[c:3]([O:19][CH3:20])[cH:4][c:5]([CH:8]=[CH:9][C:10](=[O:11])[c:12]2[cH:13][cH:14][c:15]([OH:18])[cH:16][cH:17]2)[cH:6][cH:7]1>>[OH:1][c:2]1[c:3]([O:19][CH3:20])[cH:4][c:5]([CH2:8][CH2:9][C:10](=[O:11])[c:12]2[cH:13][cH:14][c:15]([OH:18])[cH:16][cH:17]2)[cH:6][cH:7]1. Yields the product COc1cc(CCC(=O)c2ccc(O)cc2)ccc1O. Solvent: C(C)O (ethanol), O (water). Run at time 5 hour. Reaction SMILES: [CH3:1][C:2]([CH:6]=[CH:7][C:8]1[CH:13]=[CH:12][CH:11]=[CH:10][CH:9]=1)=[CH:3][CH:4]=[O:5].[OH-:14].[Na+]>C(O)C.O.[N+]([O-])([O-])=O.[Ag+]>[CH3:1][C:2]([CH:6]=[CH:7][C:8]1[CH:13]=[CH:12][CH:11]=[CH:10][CH:9]=1)=[CH:3][C:4]([OH:14])=[O:5] |f:1.2,5.6|. Reagents/catalysts: [N+](=O)([O-])[O-].[Ag+] (silver nitrate). Reported procedure: To a stirred solution of 3-methyl-5-phenyl-2,4-pentadienal (16.5 g) in ethanol (330 mL) was added dropwise a solution of silver nitrate (19.28 g) in water (160 mL) followed by dropwise addition of an aqueous sodium hydroxide (25 g, 80 mL) solution. The resulting mixture was allowed to stir for an additional five hours and then filtered. The solid was washed with ethanol. The combined filtrate was concentrated in vacuum. The residue was dissolved in water (200 mL). The aqueous solution was extrac... The product is CC(=CC(=O)O)C=CC1=CC=CC=C1 (3-methyl-5-phenyl-2,4-pentadienoic acid). Yield: 14.7%. Reactants: CC(=CC=O)C=CC1=CC=CC=C1 (3-methyl-5-phenyl-2,4-pentadienal), [OH-].[Na+] (sodium hydroxide). Starting materials: BrC(C(OC=1C=C(C=CC1)Br)(F)F)(F)F (3-(2-bromotetrafluoroethoxy)bromobenzene), BrC(C(OC=1C=C(C=CC1)Br)(F)F)(F)F (3-(2-bromotetrafluoroethoxy)bromobenzene). The reagents and catalysts are [Zn] (zinc). Run in C(C)#N (Acetonitrile). Product: FC(=C(F)F)OC=1C=C(C=CC1)Br (3-[(trifluorovinyl)oxy]bromobenzene). The yield is 79.4%. Reaction SMILES: Br[C:2]([F:15])([F:14])[C:3](F)([F:12])[O:4][C:5]1[CH:6]=[C:7]([Br:11])[CH:8]=[CH:9][CH:10]=1>[Zn].C(#N)C>[F:12][C:3]([O:4][C:5]1[CH:6]=[C:7]([Br:11])[CH:8]=[CH:9][CH:10]=1)=[C:2]([F:14])[F:15]. Procedure details: Acetonitrile (3.5 L) and zinc (Zn) (0.462 mol) were put in a 2-bulb flask and mixed at 80° C. Then, 3-(2-bromotetrafluoroethoxy)bromobenzene prepared in (1) was slowly dropped for 3 hours. The reaction mixture was refluxed for 10 hours and then evaporated. The unpurified product was extracted with hexane. Hexane remaining in the filtrate was removed using a vacuum evaporator to obtain 3-[(trifluorovinyl)oxy]bromobenzene, which is in liquid state at room temperature (yield: 79.4%). Reaction SMILES: [BH4-].[Li+].CO.[Br:5][CH2:6][CH2:7][CH2:8][C:9]([CH3:16])([CH3:15])[C:10](OCC)=[O:11].[NH4+].[Cl-]>ClCCl>[Br:5][CH2:6][CH2:7][CH2:8][C:9]([CH3:16])([CH3:15])[CH2:10][OH:11] |f:0.1,4.5|. Starting materials: [BH4-].[Li+] (lithium borohydride), BrCCCC(C(=O)OCC)(C)C (ethyl 5-bromo-2,2-dimethylpentanoate), CO (methanol), [NH4+].[Cl-] (NH4Cl), ice. Procedure details: In a 1-L 3-neck round-bottomed flask fitted with condenser, dropping funnel pressure equalizer and magnetic stirrer were placed dichioromethane (300 mL) and lithium borohydride (12.97 g, 0.595 moles). The mixture was heated to 28-30° C., then the heating was discontinued and methanol (19.04 g, 0.595 moles) was added, at a rate that maintained the temperature below 30° C. To this solution, ethyl 5-bromo-2,2-dimethylpentanoate (94 g, 0.397 mol) in dichioromethane (100 mL) was added under argon atm... Reaction conditions: temperature 29 celsius. Solvent: ClCCl (dichioromethane), ClCCl (dichioromethane). Yield: 100.7%. Product: BrCCCC(CO)(C)C (5bromo-2,2-dimethyl-pentan-1-ol). Starting materials: C(=O)(O)C1=C2C(=CNC2=C(C=C1)Cl)CCC(=O)O (4-carboxy-7-chlorindole-3-propionic acid), C(C)(=O)[O-].[Na+] (sodium acetate). Run in C(C)(=O)OC(C)=O (acetic anhydride). Yields the product ClC1=CC=C2C=3C(=CNC13)CCC2=O (8-Chloro-3,4-dihydrobenz[cd]-indol-5-(1H)-one). Reaction SMILES: C([C:4]1[CH:12]=[CH:11][C:10]([Cl:13])=[C:9]2[C:5]=1[C:6]([CH2:14][CH2:15][C:16]([OH:18])=O)=[CH:7][NH:8]2)(O)=O.C([O-])(=O)C.[Na+]>C(OC(=O)C)(=O)C>[Cl:13][C:10]1[C:9]2[NH:8][CH:7]=[C:6]3[CH2:14][CH2:15][C:16](=[O:18])[C:4]([C:5]=23)=[CH:12][CH:11]=1 |f:1.2|. Reported procedure: A mixture of 4-carboxy-7-chlorindole-3-propionic acid (40 g, 0.15 mole), acetic anhydride (320 ml), and anhydrous sodium acetate (3.0 g) is stirred and heated at reflux for 18 hours in the dark. The reaction mixture is cooled and then the solvent is removed under vacuum. The residue is taken up in ethanol (180 ml) and sodium hydroxide 10% (155 ml) is added slowly keeping the temperature below 45° C. After stirring for 1 hour at ambient temperature most of the ethanol is removed in vacuo and the ...